Task: describe an organic reaction: reactants, conditions, products, and yield. Dataset: the Open Reaction Database (ORD), a public repository of structured organic reaction records The reactants are C1(=CC=CC=C1)C (Toluene), O=C1OC(C2=CC(=CC=C12)C(=O)O)=O (1,3-dioxo-1,3-dihydroisobenzofuran-5-carboxylic acid), C(C=C)N (allylamine), Cl (HCl). Solvent: CC(=O)O (AcOH), C(Cl)Cl (DCM). Product: C(C=C)N1C(C2=CC=C(C=C2C1=O)C(=O)O)=O (2-allyl-1,3-dioxoisoindoline-5-carboxylic acid). As a reaction SMILES: O=[C:2]1[C:10]2[C:5](=[CH:6][C:7]([C:11]([OH:13])=[O:12])=[CH:8][CH:9]=2)[C:4](=[O:14])[O:3]1.[CH2:15]([NH2:18])[CH:16]=[CH2:17].C1(C)C=CC=CC=1.Cl>C(Cl)Cl.CC(O)=O>[CH2:15]([N:18]1[C:4](=[O:14])[C:5]2[C:10](=[CH:9][CH:8]=[C:7]([C:11]([OH:13])=[O:12])[CH:6]=2)[C:2]1=[O:3])[CH:16]=[CH2:17]. Procedure: To a 25 mL pear-shaped flask was added solid 1,3-dioxo-1,3-dihydroisobenzofuran-5-carboxylic acid (200 mg, 1.041 mmol) and allylamine (234 μL, 3.12 mmol, 3 eq) via syringe. Toluene (2 mL) and AcOH (1 mL) were added via syringes and the flask was refluxed for 12 h. The flask was allowed to cool and then subjected to a DCM (75 mL) and HCl (1N, 50 mL) work up. The aqueous layer was extracted with DCM (3×25 mL). The combined organic layers were washed with brine, dried with sodium sulfate, filtered ... The reactants are CCCCOCCOc1ccc(-c2ccc3c(c2)C=C(C(=O)Nc2ccc(SCc4c(C)ncn4CCC)c(C)c2)CCCN3CC(C)C)cc1, O=C(OO)c1cccc(Cl)c1, ClCCl. Yields the product CCCCOCCOc1ccc(-c2ccc3c(c2)C=C(C(=O)Nc2ccc(S(=O)Cc4c(C)ncn4CCC)c(C)c2)CCCN3CC(C)C)cc1. As a reaction SMILES: [CH2:1]([CH2:2][CH2:3][CH3:4])[O:5][CH2:6][CH2:7][O:8][c:9]1[cH:10][cH:11][c:12](-[c:15]2[cH:16][cH:17][c:18]3[c:19]([cH:51]2)[CH:20]=[C:21]([C:30](=[O:31])[NH:32][c:33]2[cH:34][c:35]([CH3:50])[c:36]([S:39][CH2:40][c:41]4[c:42]([CH3:49])[n:43][cH:44][n:45]4[CH2:46][CH2:47][CH3:48])[cH:37][cH:38]2)[CH2:22][CH2:23][CH2:24][N:25]3[CH2:26][CH:27]([CH3:28])[CH3:29])[cH:13][cH:14]1.[Cl:52][c:53]1[cH:54][cH:55][cH:56][c:57]([C:58]([O:59][OH:61])=[O:60])[cH:62]1.[Cl:63][CH2:64][Cl:65]>>[CH2:1]([CH2:2][CH2:3][CH3:4])[O:5][CH2:6][CH2:7][O:8][c:9]1[cH:10][cH:11][c:12](-[c:15]2[cH:16][cH:17][c:18]3[c:19]([cH:51]2)[CH:20]=[C:21]([C:30](=[O:31])[NH:32][c:33]2[cH:34][c:35]([CH3:50])[c:36]([S:39]([CH2:40][c:41]4[c:42]([CH3:49])[n:43][cH:44][n:45]4[CH2:46][CH2:47][CH3:48])=[O:60])[cH:37][cH:38]2)[CH2:22][CH2:23][CH2:24][N:25]3[CH2:26][CH:27]([CH3:28])[CH3:29])[cH:13][cH:14]1. RXN SMILES: [C:1]([CH3:2])([CH3:3])([CH3:4])[c:5]1[c:6]([NH2:14])[cH:7][c:8]([N+:11](=[O:12])[O-:13])[cH:9][cH:10]1.[ClH:25].[N:15]([O-:16])=[O:17].[Na+:18].[Na+:23].[Na+:24].[OH2:26].[S:19](=[O:20])([O-:21])[O-:22]>>[C:1]([CH3:2])([CH3:3])([CH3:4])[c:5]1[c:6]([S:19](=[O:20])(=[O:22])[Cl:25])[cH:7][c:8]([N+:11](=[O:12])[O-:13])[cH:9][cH:10]1. Yields the product CC(C)(C)c1ccc([N+](=O)[O-])cc1S(=O)(=O)Cl. Starting materials: CC(C)(C)c1ccc([N+](=O)[O-])cc1N, Cl, O=N[O-], [Na+], [Na+], [Na+], O, O=S([O-])[O-]. Reactants: CCOC(=O)c1ccc(Cl)c(NC(C)=O)c1[N+](=O)[O-], CCO, O=S(=O)(O)O. Yields the product CCOC(=O)c1ccc(Cl)c(N)c1[N+](=O)[O-]. As a reaction SMILES: [C:1](=[O:2])([CH3:3])[NH:4][c:5]1[c:6]([N+:17](=[O:18])[O-:19])[c:7]([C:8](=[O:9])[O:10][CH2:11][CH3:12])[cH:13][cH:14][c:15]1[Cl:16].[CH3:25][CH2:26][OH:27].[S:20](=[O:21])(=[O:22])([OH:23])[OH:24]>>[NH2:4][c:5]1[c:6]([N+:17](=[O:18])[O-:19])[c:7]([C:8](=[O:9])[O:10][CH2:11][CH3:12])[cH:13][cH:14][c:15]1[Cl:16]. Reactants: C=CCCCC (1-hexene), C(C=C)[SiH](Cl)Cl (allyldichlorosilane). The reagents and catalysts are [H+].[H+].Cl[Pt-2](Cl)(Cl)(Cl)(Cl)Cl (chloroplatinic acid). The solvent is C(C)(C)O (isopropanol). Product: Cl[Si](CC=C)(CCCCCC)Cl (4,4-dichloro-4-sila-1 -decene). The yield is 79283.8%. As a reaction SMILES: [CH2:1]=[CH:2][CH2:3][CH2:4][CH2:5][CH3:6].[CH2:7]([SiH:10]([Cl:12])[Cl:11])[CH:8]=[CH2:9]>C(O)(C)C.[H+].[H+].Cl[Pt-2](Cl)(Cl)(Cl)(Cl)Cl>[Cl:11][Si:10]([Cl:12])([CH2:1][CH2:2][CH2:3][CH2:4][CH2:5][CH3:6])[CH2:7][CH:8]=[CH2:9] |f:3.4.5|. Procedure: Using the same apparatus and procedure described in EXAMPLE 1, 59.7 g (0.71 mol) of 1-hexene and 80 μl of 1% chloroplatinic acid in isopropanol were added to the flask. Through the dropping funnel was added dropwise 10 g (0.07 mmol) of allyldichlorosilane for 30 rain while refluxing. After confirming by gas chromatography to complete the reaction, vacuum distillation (48°-50° C./0.5 torr) gave 12.5 g (79.3%) of 4,4-dichloro-4-sila-1 -decene. Starting materials: ClC1=CC=C(C=C1)C1=CC(=NN1C1=CC=CC=C1)CCC=O (3-(5-(4-chlorophenyl)-1-phenyl-1H-pyrazol-3-yl)-propanal), [BH-](OC(=O)C)(OC(=O)C)OC(=O)C.[Na+] (NaBH(OAc)3), ClC1=CC=C(C=C1)N1CCNCC1 (1-(4-chlorophenyl)piperazine), CCN(C(C)C)C(C)C (DIPEA). Yields the product ClC1=CC=C(C=C1)N1CCN(CC1)CCCC1=NN(C(=C1)C1=CC=C(C=C1)Cl)C1=CC=CC=C1 (1-(4-chlorophenyl)-4-(3-(5-(4-chlorophenyl)-1-phenyl-1H-pyrazol-3-yl)propyl)piperazine). RXN SMILES: [Cl:1][C:2]1[CH:7]=[CH:6][C:5]([C:8]2[N:12]([C:13]3[CH:18]=[CH:17][CH:16]=[CH:15][CH:14]=3)[N:11]=[C:10]([CH2:19][CH2:20][CH:21]=O)[CH:9]=2)=[CH:4][CH:3]=1.[Cl:23][C:24]1[CH:29]=[CH:28][C:27]([N:30]2[CH2:35][CH2:34][NH:33][CH2:32][CH2:31]2)=[CH:26][CH:25]=1.CCN(C(C)C)C(C)C.[BH-](OC(C)=O)(OC(C)=O)OC(C)=O.[Na+]>>[Cl:23][C:24]1[CH:25]=[CH:26][C:27]([N:30]2[CH2:35][CH2:34][N:33]([CH2:21][CH2:20][CH2:19][C:10]3[CH:9]=[C:8]([C:5]4[CH:6]=[CH:7][C:2]([Cl:1])=[CH:3][CH:4]=4)[N:12]([C:13]4[CH:18]=[CH:17][CH:16]=[CH:15][CH:14]=4)[N:11]=3)[CH2:32][CH2:31]2)=[CH:28][CH:29]=1 |f:3.4|. Procedure: 77 mg (65%) of target compound was obtained by using a method same as in Example 1 by using 3-(5-(4-chlorophenyl)-1-phenyl-1H-pyrazol-3-yl)-propanal (70 mg, 0.225 mmol), 1-(4-chlorophenyl)piperazine (61 mg, 0.225 mmol), DIPEA (0.059 mL, 0.338 mmol) and NaBH(OAc)3 (143 mg, 0.675 mmol). Starting materials: CI (Methyl iodide), C(CC1=CC=C(C(=O)OC)C=C1)(=O)OC (dimethyl homoterephthalate), [H-].[K+] (potassium hydride). Run in O1CCCC1 (tetrahydrofuran), O1CCCC1 (tetrahydrofuran). Conditions: time 30 minute. The product is CC(C(=O)OC)C1=CC=C(C(=O)OC)C=C1 (Dimethyl α-Methylhomoterephthalate). The yield is 71.0%. As a reaction SMILES: [C:1]([O:14][CH3:15])(=[O:13])[CH2:2][C:3]1[CH:12]=[CH:11][C:6]([C:7]([O:9][CH3:10])=[O:8])=[CH:5][CH:4]=1.[H-].[K+].[CH3:18]I>O1CCCC1>[CH3:18][CH:2]([C:3]1[CH:12]=[CH:11][C:6]([C:7]([O:9][CH3:10])=[O:8])=[CH:5][CH:4]=1)[C:1]([O:14][CH3:15])=[O:13] |f:1.2|. Procedure details: A solution of dimethyl homoterephthalate (4.16 g, 20 mmoles) in 15 ml of dry tetrahydrofuran was added dropwise over 15 min to a stirred mixture of potassium hydride (2.5 g of 35% oil suspension, 22 mmole) in 75 ml of dry tetrahydrofuran at 0° C. After 30 min a homogeneous yellow suspension had formed. Methyl iodide (2.79 g, 22 mmole) was then added over a 5 minute period and the resulting mixture stirred for 30 minutes. The mixture was quenched with 2 ml of 50% acetic acid, diluted with 500 ml ...